From a dataset of the Open Reaction Database (ORD), a public repository of structured organic reaction records. describe an organic reaction: reactants, conditions, products, and yield The reactants are NC1=NC(=C(C(=N1)N)C1=C(C=CC(=C1)N)Cl)C (2,4-diamino-5-(2-chloro-5-aminophenyl)-6-methylpyrimidine), CS(=O)(=O)Cl (methanesulphonylchloride). The solvent is N1=CC=CC=C1 (pyridine). Product: NC1=NC(=C(C(=N1)N)C1=C(C=CC(=C1)NS(=O)(=O)C)Cl)C (2,4-Diamino-5-(2-chloro-5-methanesulphonylaminophenyl)-6-methylpyrimidine). As a reaction SMILES: [NH2:1][C:2]1[N:7]=[C:6]([NH2:8])[C:5]([C:9]2[CH:14]=[C:13]([NH2:15])[CH:12]=[CH:11][C:10]=2[Cl:16])=[C:4]([CH3:17])[N:3]=1.[CH3:18][S:19](Cl)(=[O:21])=[O:20]>N1C=CC=CC=1>[NH2:1][C:2]1[N:7]=[C:6]([NH2:8])[C:5]([C:9]2[CH:14]=[C:13]([NH:15][S:19]([CH3:18])(=[O:21])=[O:20])[CH:12]=[CH:11][C:10]=2[Cl:16])=[C:4]([CH3:17])[N:3]=1. Procedure: This compound was prepared from 2,4-diamino-5-(2-chloro-5-aminophenyl)-6-methylpyrimidine from Example 54 by reaction with methanesulphonylchloride in pyridine, mp. 234°-240° C. Starting materials: CN(C)CC1=C(C(=CC(=C1)CN(C)C)CN(C)C)[O-].[Na+] (sodium 2,4,6-tris(dimethylaminomethyl)phenolate), [N+](=O)([O-])[O-].[Al+3].[N+](=O)([O-])[O-].[N+](=O)([O-])[O-] (aluminium nitrate). Solvent: C(CCC)O (1-butanol). Reaction conditions: time 2 hour. Yields the product CN(C)CC1=C(C(=CC(=C1)CN(C)C)CN(C)C)[O-].CN(C)CC1=C(C(=CC(=C1)CN(C)C)CN(C)C)[O-].CN(C)CC1=C(C(=CC(=C1)CN(C)C)CN(C)C)[O-].[Al+3] (aluminium tris(2,4,6-tris(dimethylaminomethyl)phenolate)). As a reaction SMILES: [CH3:1][N:2]([CH2:4][C:5]1[CH:10]=[C:9]([CH2:11][N:12]([CH3:14])[CH3:13])[CH:8]=[C:7]([CH2:15][N:16]([CH3:18])[CH3:17])[C:6]=1[O-:19])[CH3:3].[Na+].[N+]([O-])([O-])=O.[Al+3:25].[N+]([O-])([O-])=O.[N+]([O-])([O-])=O>C(O)CCC>[CH3:3][N:2]([CH2:4][C:5]1[CH:10]=[C:9]([CH2:11][N:12]([CH3:13])[CH3:14])[CH:8]=[C:7]([CH2:15][N:16]([CH3:18])[CH3:17])[C:6]=1[O-:19])[CH3:1].[CH3:3][N:2]([CH2:4][C:5]1[CH:10]=[C:9]([CH2:11][N:12]([CH3:13])[CH3:14])[CH:8]=[C:7]([CH2:15][N:16]([CH3:18])[CH3:17])[C:6]=1[O-:19])[CH3:1].[CH3:3][N:2]([CH2:4][C:5]1[CH:10]=[C:9]([CH2:11][N:12]([CH3:13])[CH3:14])[CH:8]=[C:7]([CH2:15][N:16]([CH3:18])[CH3:17])[C:6]=1[O-:19])[CH3:1].[Al+3:25] |f:0.1,2.3.4.5,7.8.9.10|. Reported procedure: 20 g (0.069 mol) of sodium 2,4,6-tris(dimethylaminomethyl)phenolate and 57.1 g of 1-butanol are placed in a 100 ml round-bottomed flask having a magnetic stirrer, and then 8.70 g (0.023 mol) of aluminium nitrate are added. The solution is stirred for 2 hours, and then the precipitated sodium nitrate is filtered off. A clear, brown 25% accelerator solution of aluminium tris(2,4,6-tris(dimethylaminomethyl)phenolate) in 1-butanol is obtained. Starting materials: CC(C)=O, OCC(c1ccccc1)C1CCCCC1, [I-], [Na+], Cc1ccc(S(=O)(=O)O)cc1. The product is ICC(c1ccccc1)C1CCCCC1. RXN SMILES: [CH3:29][C:30](=[O:31])[CH3:32].[CH:12]1([CH:18]([CH2:19][OH:20])[c:21]2[cH:22][cH:23][cH:24][cH:25][cH:26]2)[CH2:13][CH2:14][CH2:15][CH2:16][CH2:17]1.[I-:28].[Na+:27].[OH:1][S:2]([c:3]1[cH:4][cH:5][c:6]([CH3:7])[cH:8][cH:9]1)(=[O:10])=[O:11]>>[CH:12]1([CH:18]([CH2:19][I:28])[c:21]2[cH:22][cH:23][cH:24][cH:25][cH:26]2)[CH2:13][CH2:14][CH2:15][CH2:16][CH2:17]1.